From a dataset of the Open Reaction Database (ORD), a public repository of structured organic reaction records. describe an organic reaction: reactants, conditions, products, and yield Reactants: C(C)(C)(C)OC(=O)N1[C@H](CCC1)COC1=C(C=CC=C1)CCC1=CC(=CC=C1)OC ((R)-1-t-butoxycarbonyl-2-{2-[2-(3-methoxyphenyl)ethyl]phenoxymethyl}pyrrolidine), [H-].[Al+3].[Li+].[H-].[H-].[H-] (lithium aluminum hydride). Solvent: O1CCCC1 (tetrahydrofuran). Yields the product COC=1C=C(C=CC1)CCC1=C(OC[C@@H]2N(CCC2)C)C=CC=C1 ((R)-2-{2-[2-(3-Methoxyphenyl)ethyl]phenoxymethyl}-1-methylpyrrolidine). Isolated yield 94.8%. As a reaction SMILES: C(O[C:6]([N:8]1[CH2:12][CH2:11][CH2:10][C@@H:9]1[CH2:13][O:14][C:15]1[CH:20]=[CH:19][CH:18]=[CH:17][C:16]=1[CH2:21][CH2:22][C:23]1[CH:28]=[CH:27][CH:26]=[C:25]([O:29][CH3:30])[CH:24]=1)=O)(C)(C)C.[H-].[Al+3].[Li+].[H-].[H-].[H-]>O1CCCC1>[CH3:30][O:29][C:25]1[CH:24]=[C:23]([CH2:22][CH2:21][C:16]2[CH:17]=[CH:18][CH:19]=[CH:20][C:15]=2[O:14][CH2:13][C@H:9]2[CH2:10][CH2:11][CH2:12][N:8]2[CH3:6])[CH:28]=[CH:27][CH:26]=1 |f:1.2.3.4.5.6|. Reported procedure: Following a procedure similar to that described in Example 38(a), 1.00 g of (R)-1-t-butoxycarbonyl-2-{2-[2-(3-methoxyphenyl)ethyl]phenoxymethyl}pyrrolidine [prepared as described in Example 76(a)] was reacted with 0.184 g of lithium aluminum hydride dispersed in 10 ml of tetrahydrofuran. The mixture was then worked up as described in Example 38(a), and the crude product thus obtained was purified by column chromatography through silica gel, using a 20:1 by volume mixture of methylene chloride an... The reactants are Example A1 ( b ), ClC1=C(C(=O)O)C=C(C=C1)S(=O)(=O)C (2-chloro-5-methanesulfonyl-benzoic acid), C1(CCC1)O (cyclobutanol). Reaction SMILES: Cl[C:2]1[CH:10]=[CH:9][C:8]([S:11]([CH3:14])(=[O:13])=[O:12])=[CH:7][C:3]=1[C:4]([OH:6])=[O:5].[CH:15]1([OH:19])[CH2:18][CH2:17][CH2:16]1>>[CH:15]1([O:19][C:2]2[CH:10]=[CH:9][C:8]([S:11]([CH3:14])(=[O:13])=[O:12])=[CH:7][C:3]=2[C:4]([OH:6])=[O:5])[CH2:18][CH2:17][CH2:16]1. Reported procedure: Prepared in analogy to Example A1 (b) from 2-chloro-5-methanesulfonyl-benzoic acid (Example A1(a)) and cyclobutanol. The crude material was purified by preparative HPLC to yield the title compound as a white solid. MS (m/e): 269.3 ([M−H]−, 100%). Product: C1(CCC1)OC1=C(C(=O)O)C=C(C=C1)S(=O)(=O)C (2-Cyclobutoxy-5-methanesulfonyl-benzoic acid). Starting materials: SC1=CC=C(C(OCC)=N)C=C1 (Ethyl 4-mercaptobenzimidate), CC=1N=CNC1CSCCN (4-methyl-5-[(2-aminoethyl)thiomethyl]imidazole). Run in C(C)O (ethanol). Product: CC1=C(N=CN1)CSCCNC(C1=CC=C(C=C1)S)=N (N-[2-(5-Methyl-4-imidazolylmethylthio)ethyl]-4-mercaptobenzamidine). RXN SMILES: [SH:1][C:2]1[CH:12]=[CH:11][C:5]([C:6](=[NH:10])OCC)=[CH:4][CH:3]=1.[CH3:13][C:14]1[N:15]=[CH:16][NH:17][C:18]=1[CH2:19][S:20][CH2:21][CH2:22][NH2:23]>C(O)C>[CH3:13][C:14]1[NH:15][CH:16]=[N:17][C:18]=1[CH2:19][S:20][CH2:21][CH2:22][NH:23][C:6](=[NH:10])[C:5]1[CH:4]=[CH:3][C:2]([SH:1])=[CH:12][CH:11]=1. Procedure details: 4-Cyanothiophenol was treated with hydrogen chloride in ether at 0° and the hydrochloride salt produced was treated with potassium carbonate to give ethyl 4-mercaptobenzimidate. Ethyl 4-mercaptobenzimidate was treated with 4-methyl-5-[(2-aminoethyl)thiomethyl]imidazole in dry ethanol at room temperature to give the title product. Starting materials: CN1CC2=CC(=CC=C2C(C1C)(O)C1=CC=CC=C1)OC (2,3 -Dimethyl- 7 -methoxy- 4 -phenyl- 1,2,3,4 -tetrahydro--4 -isoquinolinol). Run in Cl (hydrogen chloride). Reaction conditions: time 16 hour. Yields the product CN1CC2=CC(=CC=C2C(C1C)C1=CC=CC=C1)OC (2,3 -Dimethyl - 7 -methoxy- 4 -phenyl- 1,2,3,4 -tetrahydroisoquinoline). As a reaction SMILES: [CH3:1][N:2]1[CH:11]([CH3:12])[C:10]([C:14]2[CH:19]=[CH:18][CH:17]=[CH:16][CH:15]=2)(O)[C:9]2[C:4](=[CH:5][C:6]([O:20][CH3:21])=[CH:7][CH:8]=2)[CH2:3]1>Cl>[CH3:1][N:2]1[CH:11]([CH3:12])[CH:10]([C:14]2[CH:15]=[CH:16][CH:17]=[CH:18][CH:19]=2)[C:9]2[C:4](=[CH:5][C:6]([O:20][CH3:21])=[CH:7][CH:8]=2)[CH2:3]1. Procedure: Saturated ethanolic hydrogen chloride (800 ml) was added to (7) (21 g) and the solution was refluxed for 2 hr. and left to stand at room temperature for 16 hr. Ethanol was removed under reduced pressure, the residue was taken up in methanol and sodium borohydride (30 g) added portion-wise. Methanol was removed under reduced pressure and the residue taken up in water and ether. The aqueous layer was extracted with ether and the combined ether layers extracted with dilute sulphuric acid(2N). The a...